This data is from the Open Reaction Database (ORD), a public repository of structured organic reaction records. The task is: describe an organic reaction: reactants, conditions, products, and yield Starting materials: ClCC1=CC(=C(C=C1)OC(C)C)C(F)(F)F (4-(chloromethyl)-1-isopropoxy-2-(trifluoromethyl)benzene), OC=1C=C2C=C3N(C2=CC1)CCCC3CC(=O)OCC (Ethyl 2-(2-hydroxy-6,7,8,9-tetrahydropyrido[1,2-a]indol-9-yl)acetate), CN(C)C=O (DMF), C([O-])([O-])=O.[Cs+].[Cs+] (Cesium carbonate). The solvent is CCOC(=O)C (EtOAc), O (water). Run at temperature 50 celsius. The product is C(C)(C)OC1=C(C=C(COC=2C=C3C=C4N(C3=CC2)CCCC4CC(=O)OCC)C=C1)C(F)(F)F (Ethyl 2-(2-(4-Isopropoxy-3-(trifluoromethyl)benzyloxy)-6,7,8,9-tetrahydropyrido[1,2-a]indol-9-yl)acetate). The yield is 80.5%. Reaction SMILES: [OH:1][C:2]1[CH:3]=[C:4]2[C:8](=[CH:9][CH:10]=1)[N:7]1[CH2:11][CH2:12][CH2:13][CH:14]([CH2:15][C:16]([O:18][CH2:19][CH3:20])=[O:17])[C:6]1=[CH:5]2.CN(C=O)C.C(=O)([O-])[O-].[Cs+].[Cs+].Cl[CH2:33][C:34]1[CH:39]=[CH:38][C:37]([O:40][CH:41]([CH3:43])[CH3:42])=[C:36]([C:44]([F:47])([F:46])[F:45])[CH:35]=1>CCOC(C)=O.O>[CH:41]([O:40][C:37]1[CH:38]=[CH:39][C:34]([CH2:33][O:1][C:2]2[CH:3]=[C:4]3[C:8](=[CH:9][CH:10]=2)[N:7]2[CH2:11][CH2:12][CH2:13][CH:14]([CH2:15][C:16]([O:18][CH2:19][CH3:20])=[O:17])[C:6]2=[CH:5]3)=[CH:35][C:36]=1[C:44]([F:45])([F:46])[F:47])([CH3:43])[CH3:42] |f:2.3.4|. Procedure details: Ethyl 2-(2-hydroxy-6,7,8,9-tetrahydropyrido[1,2-a]indol-9-yl)acetate (0.107 g, 0.391 mmol) was dissolved in anhydrous DMF (3.91 mL, 0.391 mmol). Cesium carbonate (0.166 g, 0.509 mmol) was added followed by 4-(chloromethyl)-1-isopropoxy-2-(trifluoromethyl)benzene (0.122 mL, 0.587 mmol) to give a suspension. The reaction was heated at 50° C. for 5 h. The solvent was evaporated in vacuo to give a residue which was dissolved in EtOAc (50 mL) and water (20 mL). The organic layer was washed with water... Reactants: [OH-].[K+] (potassium hydroxide), OO (hydrogen peroxide), C1(CCCC1)N1N=C(C(=C1NC(=O)C1=CC=NC2=CC=CC=C12)C#N)CC (1-cyclopentyl-3-ethyl-4-cyano-5-(4-quinolinecarboxamido)-1H-pyrazole), [OH-].[K+] (potassium hydroxide), O (water), [OH-].[K+] (potassium hydroxide), OO (hydrogen peroxide), OO (hydrogen peroxide). Run in C(C)(=O)O (acetic acid). Conditions: time 24 hour. The product is C1(CCCC1)N1NC(=C2C1=NC(=NC2=O)C2=CC=NC1=CC=CC=C21)CC (1-cyclopentyl-3-ethyl-6-(4-quinolinyl)-pyrazolo[3,4-d]pyrimidin-4-one). Isolated yield 28.5%. As a reaction SMILES: [CH:1]1([N:6]2[C:10]([NH:11][C:12]([C:14]3[C:23]4[C:18](=[CH:19][CH:20]=[CH:21][CH:22]=4)[N:17]=[CH:16][CH:15]=3)=O)=[C:9]([C:24]#[N:25])[C:8]([CH2:26][CH3:27])=[N:7]2)[CH2:5][CH2:4][CH2:3][CH2:2]1.[OH-:28].[K+].O.OO>C(O)(=O)C>[CH:1]1([N:6]2[C:10]3=[N:11][C:12]([C:14]4[C:23]5[C:18](=[CH:19][CH:20]=[CH:21][CH:22]=5)[N:17]=[CH:16][CH:15]=4)=[N:25][C:24](=[O:28])[C:9]3=[C:8]([CH2:26][CH3:27])[NH:7]2)[CH2:5][CH2:4][CH2:3][CH2:2]1 |f:1.2|. Procedure: To a mixture of 1-cyclopentyl-3-ethyl-4-cyano-5-(4-quinolinecarboxamido)-1H-pyrazole (4.6 g, 12.7 mmol), potassium hydroxide (1.7 g, 25.4 mmol) and water (250 ml) at room temperature was added 30% hydrogen peroxide (7.8 ml, 76.0 mmol). The reaction mixture was heated to reflux and stirred for 24 hours. One equivalent of potassium hydroxide and 2 equivalents of 30% hydrogen peroxide were added and the mixture was refluxed for another 24 hours. One equivalent of potassium hydroxide and 2 equivalen... The reactants are COC(=O)c1ccc(CN2CCCC2)cc1[N+](=O)[O-], CO, [Cl-], Cl, [Na+], [Na+], [OH-]. Yields the product O=C(O)c1ccc(CN2CCCC2)cc1[N+](=O)[O-]. RXN SMILES: [CH3:1][O:2][C:3]([c:4]1[c:5]([N+:16](=[O:17])[O-:18])[cH:6][c:7]([CH2:10][N:11]2[CH2:12][CH2:13][CH2:14][CH2:15]2)[cH:8][cH:9]1)=[O:19].[CH3:25][OH:26].[Cl-:24].[ClH:22].[Na+:21].[Na+:23].[OH-:20]>>[O:2]=[C:3]([c:4]1[c:5]([N+:16](=[O:17])[O-:18])[cH:6][c:7]([CH2:10][N:11]2[CH2:12][CH2:13][CH2:14][CH2:15]2)[cH:8][cH:9]1)[OH:19]. The reactants are O=C1c2c(O)cccc2C(Br)c2cccc(O)c21, ClCCl, COC(=O)CCS. Product: COC(=O)CCSC1c2cccc(O)c2C(=O)c2c(O)cccc21. RXN SMILES: [Br:1][CH:2]1[c:3]2[cH:4][cH:5][cH:6][c:7]([OH:18])[c:8]2[C:9](=[O:17])[c:10]2[c:11]([OH:16])[cH:12][cH:13][cH:14][c:15]21.[Cl:26][CH2:27][Cl:28].[SH:19][CH2:20][CH2:21][C:22](=[O:23])[O:24][CH3:25]>>[CH:2]1([S:19][CH2:20][CH2:21][C:22](=[O:23])[O:24][CH3:25])[c:3]2[cH:4][cH:5][cH:6][c:7]([OH:18])[c:8]2[C:9](=[O:17])[c:10]2[c:11]([OH:16])[cH:12][cH:13][cH:14][c:15]21. The reactants are C(C=1C(O)=CC=CC1)(=O)O (salicylic acid), C([O-])([O-])=O.[K+].[K+] (potassium carbonate), S(=O)(=O)(OC)OC (Dimethyl sulfate). Run in CC(=O)C (acetone). The product is COC1=C(C(=O)OC)C=CC=C1 (Methyl 2-methoxy-benzoate). Yield: 189.4%. Reaction SMILES: [C:1]([OH:10])(=O)[C:2]1[C:3](=[CH:5][CH:6]=[CH:7][CH:8]=1)[OH:4].[C:11](=O)([O-])[O-].[K+].[K+].S([O:22][CH3:23])(OC)(=O)=O>CC(C)=O>[CH3:11][O:4][C:3]1[CH:5]=[CH:6][CH:7]=[CH:8][C:2]=1[C:1]([O:22][CH3:23])=[O:10] |f:1.2.3|. Procedure details: To a stirred solution of salicylic acid (50 g, 143 mmol) in acetone (300 mL) was added anhydrous powdered potassium carbonate (80 g, 580 mmol). Dimethyl sulfate (44.25 g, 290 mmol) was added in portions for about 10 min at room temperature. After the addition was complete, the solution was heated to reflux temperature on a water bath and maintained for 3 h. The solution was cooled to room temperature and then concentrated under reduced pressure. Distilled water (200 mL) was added to the reaction...